This data is from the Open Reaction Database (ORD), a public repository of structured organic reaction records. The task is: describe an organic reaction: reactants, conditions, products, and yield The reactants are ClCCl, CCCNC(=O)c1ccc(C)c(-c2nc(S(C)(=O)=O)nc3c2ccc(=O)n3-c2c(F)cccc2F)c1, CN(CCN)C(=O)OC(C)(C)C. Yields the product CCCNC(=O)c1ccc(C)c(-c2nc(NCCN(C)C(=O)OC(C)(C)C)nc3c2ccc(=O)n3-c2c(F)cccc2F)c1. As a reaction SMILES: [Cl:49][CH2:50][Cl:51].[F:1][c:2]1[c:3](-[n:9]2[c:10](=[O:36])[cH:11][cH:12][c:13]3[c:14]2[n:15][c:16]([S:32]([CH3:33])(=[O:34])=[O:35])[n:17][c:18]3-[c:19]2[cH:20][c:21]([C:22](=[O:23])[NH:24][CH2:25][CH2:26][CH3:27])[cH:28][cH:29][c:30]2[CH3:31])[c:4]([F:8])[cH:5][cH:6][cH:7]1.[NH2:37][CH2:38][CH2:39][N:40]([C:41]([O:42][C:43]([CH3:44])([CH3:45])[CH3:46])=[O:47])[CH3:48]>>[F:1][c:2]1[c:3](-[n:9]2[c:10](=[O:36])[cH:11][cH:12][c:13]3[c:14]2[n:15][c:16]([NH:37][CH2:38][CH2:39][N:40]([C:41]([O:42][C:43]([CH3:44])([CH3:45])[CH3:46])=[O:47])[CH3:48])[n:17][c:18]3-[c:19]2[cH:20][c:21]([C:22](=[O:23])[NH:24][CH2:25][CH2:26][CH3:27])[cH:28][cH:29][c:30]2[CH3:31])[c:4]([F:8])[cH:5][cH:6][cH:7]1. The reactants are CC(C)(O)CC#N, O=C(Cl)Cl, ClCCl, c1ccncc1. The product is CC(C)(CC#N)OC(=O)Cl. Reaction SMILES: [C:1](#[N:2])[CH2:3][C:4]([CH3:5])([CH3:6])[OH:7].[Cl:14][C:15]([Cl:16])=[O:17].[Cl:18][CH2:19][Cl:20].[cH:8]1[cH:9][cH:10][n:11][cH:12][cH:13]1>>[C:1](#[N:2])[CH2:3][C:4]([CH3:5])([CH3:6])[O:7][C:15]([Cl:14])=[O:17]. Reactants: N,N-dicyclohexylcarbodiimide, C(\C=C\CCC)(=O)O ((E)-hex-2-enoic acid), OC=1C=NC(=NC1)C1=CC=C(C=C1)C12CCC(CC1)(CC2)CCCCC (1-[4-(5-hydroxypyrimidin-2-yl) phenyl]-4-pentylbicyclo[2.2.2]octane). The reagents and catalysts are CN(C1=CC=NC=C1)C (4-(dimethylamino)pyridine). Solvent: ClCCl (dichloromethane), ClCCl (dichloromethane). Conditions: temperature 0 celsius, time 8 hour. The product is C(\C=C\CCC)(=O)OC=1C=NC(=NC1)C1=CC=C(C=C1)C12CCC(CC1)(CC2)CCCCC (2-[4-(4-pentylbicyclo[2.2.2]octyl)phenyl]pyrimidin-5-yl (E)-hex-2-enoate). The yield is 37.3%. As a reaction SMILES: [C:1]([OH:8])(=[O:7])/[CH:2]=[CH:3]/[CH2:4][CH2:5][CH3:6].O[C:10]1[CH:11]=[N:12][C:13]([C:16]2[CH:21]=[CH:20][C:19]([C:22]34[CH2:29][CH2:28][C:25]([CH2:30][CH2:31][CH2:32][CH2:33][CH3:34])([CH2:26][CH2:27]3)[CH2:24][CH2:23]4)=[CH:18][CH:17]=2)=[N:14][CH:15]=1>ClCCl.CN(C)C1C=CN=CC=1>[C:1]([O:8][C:10]1[CH:11]=[N:12][C:13]([C:16]2[CH:17]=[CH:18][C:19]([C:22]34[CH2:29][CH2:28][C:25]([CH2:30][CH2:31][CH2:32][CH2:33][CH3:34])([CH2:26][CH2:27]3)[CH2:24][CH2:23]4)=[CH:20][CH:21]=2)=[N:14][CH:15]=1)(=[O:7])/[CH:2]=[CH:3]/[CH2:4][CH2:5][CH3:6]. Procedure details: A solution of N,N-dicyclohexylcarbodiimide (0.22 g, 1.1 mmol) in dichloromethane (10 cm3) is added to a solution of (E)-hex-2-enoic acid (0.10 g, 0.9 mmol), 1-[4-(5-hydroxypyrimidin-2-yl) phenyl]-4-pentylbicyclo[2.2.2]octane (0.25 g, 0.9 mmol), 4-(dimethylamino)pyridine (0.04 g) in dichloromethane (20 cm3), cooled in an ice bath (0° C.) under an atmosphere of nitrogen. The reaction mixture is stirred overnight, filtered to remove precipitated material and the filtrate is evaporated down under re...